describe an organic reaction: reactants, conditions, products, and yield From a dataset of the Open Reaction Database (ORD), a public repository of structured organic reaction records. Reactants: ClCC(=O)N1C2=C(N(C([C@@H]3[C@H]1CCC3)=O)CC3=CC=C(C=C3)NC(=O)NCC3=CC=C(C=C3)F)C=CC=C2 ((3aR*,10aS*)-4-(chloroacetyl)-9-[4-[3-(4-fluorobenzyl)ureido]benzyl]-2,3,3a,4,9,10a-hexahydrobenzo[b]cyclopenta[e][1,4]diazepin-10(1H)-one), C(C)O.C(C)OCC (ethanol diethyl ether). The product is FC1=CC=C(CNC(NC2=CC=C(CN3C4=C(N([C@H]5[C@@H](C3=O)CCC5)C(CN5C(C=3C(C5=O)=CC=CC3)=O)=O)C=CC=C4)C=C2)=O)C=C1 ((3aR*,10aS*)-9-[4-[3-(4-Fluorobenzyl)ureido]benzyl]-4-(phthalimidoacetyl)-2,3,3a,4,9,10a-hexahydrobenzo[b]-cyclopenta[e][1,4]diazepin-10(1H)-one). Yield: 35.0%. Reaction SMILES: ClCC([N:5]1[C@@H:11]2[CH2:12][CH2:13][CH2:14][C@@H:10]2[C:9](=[O:15])[N:8]([CH2:16][C:17]2[CH:22]=[CH:21][C:20]([NH:23][C:24]([NH:26][CH2:27][C:28]3[CH:33]=[CH:32][C:31]([F:34])=[CH:30][CH:29]=3)=[O:25])=[CH:19][CH:18]=2)[C:7]2[CH:35]=[CH:36][CH:37]=[CH:38][C:6]1=2)=O.[CH2:39]([OH:41])[CH3:40].C([O:44][CH2:45][CH3:46])C>>[F:34][C:31]1[CH:30]=[CH:29][C:28]([CH2:27][NH:26][C:24](=[O:25])[NH:23][C:20]2[CH:19]=[CH:18][C:17]([CH2:16][N:8]3[C:9](=[O:15])[C@H:10]4[CH2:14][CH2:13][CH2:12][C@H:11]4[N:5]([C:45](=[O:44])[CH2:46][N:8]4[C:39](=[O:41])[C:40]5=[CH:14][CH:13]=[CH:12][CH:11]=[C:10]5[C:9]4=[O:15])[C:6]4[CH:38]=[CH:37][CH:36]=[CH:35][C:7]3=4)=[CH:22][CH:21]=2)=[CH:33][CH:32]=1 |f:1.2|. Reported procedure: Using (3aR*,10aS*)-4-(chloroacetyl)-9-[4-[3-(4-fluorobenzyl)ureido]benzyl]-2,3,3a,4,9,10a-hexahydrobenzo[b]cyclopenta[e][1,4]diazepin-10(1H)-one, the title compound was synthesized in otherwise the same manner as Example 30. Yield 35%, m.p. 154°-156° C. (ethanol-diethyl ether). The reactants are Cc1ccccc1, Nc1nc(O)c2c(n1)CCCC2, O=P(Cl)(Cl)Cl. The product is Nc1nc(Cl)c2c(n1)CCCC2. RXN SMILES: [CH3:18][c:19]1[cH:20][cH:21][cH:22][cH:23][cH:24]1.[NH2:1][c:2]1[n:3][c:4]2[c:9]([c:10]([OH:12])[n:11]1)[CH2:8][CH2:7][CH2:6][CH2:5]2.[P:13]([Cl:14])([Cl:15])([Cl:16])=[O:17]>>[NH2:1][c:2]1[n:3][c:4]2[c:9]([c:10]([Cl:15])[n:11]1)[CH2:8][CH2:7][CH2:6][CH2:5]2. Reactants: CCO, Fc1ccc2cc[nH]c2c1, [Na+], O, O=S([O-])O. Yields the product [Na+], O=S(=O)([O-])c1cc2ccc(F)cc2[nH]1. RXN SMILES: [CH3:17][CH2:18][OH:19].[F:6][c:7]1[cH:8][cH:9][c:10]2[cH:11][cH:12][nH:13][c:14]2[cH:15]1.[Na+:5].[OH2:16].[S:1]([O-:2])([OH:3])=[O:4]>>[Na+:5].[S:1](=[O:2])([O-:3])(=[O:4])[c:12]1[cH:11][c:10]2[cH:9][cH:8][c:7]([F:6])[cH:15][c:14]2[nH:13]1. Starting materials: CN(C(=O)C1=CC2=NC=CC(=C2S1)Cl)CCN1CCOCC1 (7-chloro-thieno[3,2-b]pyridine-2-carboxylic acid methyl-(2-morpholin-4-yl-ethyl)-amide), CC=1NC2=CC=C(C=C2C1)N (2-methyl-1H-indol-5-ylamine). Yields the product CN(C(=O)C1=CC2=NC=CC(=C2S1)NC=1C=C2C=C(NC2=CC1)C)CCN1CCOCC1 (7-(2-Methyl-1H-indol-5-ylamino)-thieno[3,2-b]pyridine-2-carboxylic acid methyl-(2-morpholin-4-yl-ethyl)-amide). Reaction SMILES: [CH3:1][N:2]([CH2:15][CH2:16][N:17]1[CH2:22][CH2:21][O:20][CH2:19][CH2:18]1)[C:3]([C:5]1[S:13][C:12]2[C:7](=[N:8][CH:9]=[CH:10][C:11]=2Cl)[CH:6]=1)=[O:4].[CH3:23][C:24]1[NH:25][C:26]2[C:31]([CH:32]=1)=[CH:30][C:29]([NH2:33])=[CH:28][CH:27]=2>>[CH3:1][N:2]([CH2:15][CH2:16][N:17]1[CH2:22][CH2:21][O:20][CH2:19][CH2:18]1)[C:3]([C:5]1[S:13][C:12]2[C:7](=[N:8][CH:9]=[CH:10][C:11]=2[NH:33][C:29]2[CH:30]=[C:31]3[C:26](=[CH:27][CH:28]=2)[NH:25][C:24]([CH3:23])=[CH:32]3)[CH:6]=1)=[O:4]. Procedure details: The title compound was prepared from 7-chloro-thieno[3,2-b]pyridine-2-carboxylic acid methyl-(2-morpholin-4-yl-ethyl)-amide and 2-methyl-1H-indol-5-ylamine by a procedure analogous to Example 1C. MS: 450 (MH+), HPLC Rf: 3.58 min.; HPLC purity: 99%. Reaction SMILES: [CH2:45]([OH:46])[CH2:47][CH2:48][CH3:49].[CH3:50][CH:51]([OH:52])[CH3:53].[Cl:23][CH2:24][CH2:25][CH2:26][O:27][c:28]1[c:29]([O:35][CH3:36])[cH:30][c:31]([CH3:34])[cH:32][cH:33]1.[F:1][c:2]1[cH:3][cH:4][c:5]([C:8]([OH:9])([CH:10]2[CH2:11][CH2:12][NH:13][CH2:14][CH2:15]2)[c:16]2[cH:17][cH:18][c:19]([F:22])[cH:20][cH:21]2)[cH:6][cH:7]1.[I-:44].[K+:43].[Na+:37].[Na+:38].[O-:39][C:40](=[O:41])[O-:42]>>[F:1][c:2]1[cH:3][cH:4][c:5]([C:8]([OH:9])([CH:10]2[CH2:11][CH2:12][N:13]([CH2:24][CH2:25][CH2:26][O:27][c:28]3[c:29]([O:35][CH3:36])[cH:30][c:31]([CH3:34])[cH:32][cH:33]3)[CH2:14][CH2:15]2)[c:16]2[cH:17][cH:18][c:19]([F:22])[cH:20][cH:21]2)[cH:6][cH:7]1. Yields the product COc1cc(C)ccc1OCCCN1CCC(C(O)(c2ccc(F)cc2)c2ccc(F)cc2)CC1. Reactants: CCCCO, CC(C)O, COc1cc(C)ccc1OCCCCl, OC(c1ccc(F)cc1)(c1ccc(F)cc1)C1CCNCC1, [I-], [K+], [Na+], [Na+], O=C([O-])[O-].